From a dataset of the Open Reaction Database (ORD), a public repository of structured organic reaction records. describe an organic reaction: reactants, conditions, products, and yield Reactants: COC(C(C(C(=O)OC)C1=CNC2=CC=CC=C12)C1=CN2CCCC3=CC=CC1=C23)=O (2-(5,6-dihydro-4H-pyrrolo[3,2,1-ij]quinolin-1-yl)-3-(1H-indol-3-yl)-succinic acid dimethyl ester), N (ammonia), C(C1=CC=CC=C1)N (benzylamine), CC(C)([O-])C.[K+] (potassium tert-butoxide), C1(=CN2CCCC3=CC=CC1=C23)[C@@H]2C(N(C([C@H]2C2=CNC3=CC=CC=C23)=O)C2=CC=CC=C2)=O (trans 3-(5,6-dihydro-4H-pyrrolo[3,2,1-ij]quinolin-1-yl)-4-(1H-indol-3-yl)-1-phenyl-pyrrolidine-2,5-dione), C1(=CN2CCCC3=CC=CC1=C23)[C@@H]2C(NC([C@H]2C2=CNC3=CC=CC=C23)=O)=O (trans 3-(5,6-dihydro-4H-pyrrolo[3,2,1-ij]quinolin-1-yl)-4-(1H-indol-3-yl)-pyrrolidine-2,5-dione). Reagents/catalysts: [Pd] (Pd on charcoal). Solvent: CO (methanol), C(C)(C)(C)O (tert-butanol), C(C)(C)(C)O (tert-butanol), C1CCOC1 (THF). Yields the product C1(=CN2CCCC3=CC=CC1=C23)C2C(NC(C2C2=CNC3=CC=CC=C23)=O)=O (3-(5,6-dihydro-4H-pyrrolo[3,2,1-ij]quinolin-1-yl)-4-(1H-indol-3-yl)-pyrrolidine-2,5-dione). Reaction SMILES: C(N)C1C=CC=CC=1.[C:9]1([C@H:21]2[C@H:25]([C:26]3[C:34]4[C:29](=[CH:30][CH:31]=[CH:32][CH:33]=4)[NH:28][CH:27]=3)[C:24](=[O:35])[N:23](C3C=CC=CC=3)[C:22]2=[O:42])[C:19]2=[C:20]3[C:15](=[CH:16][CH:17]=[CH:18]2)[CH2:14][CH2:13][CH2:12][N:11]3[CH:10]=1.C1([C@H]2[C@H](C3C4C(=CC=CC=4)NC=3)C(=O)NC2=O)C2=C3C(=CC=C2)CCCN3C=1.CC(C)([O-])C.[K+].COC(=O)C(C1C2=C3C(=CC=C2)CCCN3C=1)C(C1C2C(=CC=CC=2)NC=1)C(OC)=O.N>C(O)(C)(C)C.CO.[Pd].C1COCC1>[C:9]1([CH:21]2[CH:25]([C:26]3[C:34]4[C:29](=[CH:30][CH:31]=[CH:32][CH:33]=4)[NH:28][CH:27]=3)[C:24](=[O:35])[NH:23][C:22]2=[O:42])[C:19]2=[C:20]3[C:15](=[CH:16][CH:17]=[CH:18]2)[CH2:14][CH2:13][CH2:12][N:11]3[CH:10]=1 |f:3.4|. Procedure details: The cis and trans isomers of 3-(5,6-dihydro-4H-pyrrolo[3,2,1-ij]quinolin-1-yl)-4(1H-indol-3-yl)pyrrolidine-2,5-dione may be prepared beginning with the reaction of (1H-indol-3-yl)-oxo-acetic acid methyl ester and (5,6-dihydro-4H-pyrrolo[3,2,1-ij]quinolin-1-yl)-acetic acid methyl ester in the presence of a base such as LDA (lithium diisopropylamide) in a polar aprotic solvent such as THF to yield 2-(5,6-dihydro-4H-pyrrolo[3,2,1-ij]quinolin-1-yl)-3-(1H-indol-3-yl)-but-2-enedioic acid dimethyl este... The reactants are C(C)(C)(C)C=1N=C(C2=C(N1)N(N=N2)CC)N2CC(CC2)(F)F (5-tert-Butyl-7-(3,3-difluoro-pyrrolidin-1-yl)-3-ethyl-3H-[1,2,3]triazolo[4,5-d]pyrimidine), C(C)(C)(C)C=1N=C(C2=C(N1)NN=N2)N2CC(CC2)(F)F (5-tert-butyl-7-(3,3-difluoropyrrolidin-1-yl)-3H-[1,2,3]triazolo[4,5-d]pyrimidine), BrC1CS(C1)(=O)=O (3-bromo-thietane 1,1-dioxide). Yields the product C(C)(C)(C)C=1N=C(C2=C(N1)N(N=N2)C2CS(C2)(=O)=O)N2CC(CC2)(F)F (5-tert-Butyl-7-(3,3-difluoro-pyrrolidin-1-yl)-3-(1,1-dioxo-1λ6-thietan-3-yl)-3H-[1,2,3]triazolo[4,5-d]pyrimidine). As a reaction SMILES: [C:1]([C:5]1[N:6]=[C:7]([N:16]2[CH2:20][CH2:19][C:18]([F:22])([F:21])[CH2:17]2)[C:8]2[N:13]=[N:12][N:11]([CH2:14][CH3:15])[C:9]=2[N:10]=1)([CH3:4])([CH3:3])[CH3:2].C(C1N=C(N2CCC(F)(F)C2)C2N=NNC=2N=1)(C)(C)C.BrC1C[S:46](=[O:49])(=[O:48])[CH2:45]1>>[C:1]([C:5]1[N:6]=[C:7]([N:16]2[CH2:20][CH2:19][C:18]([F:21])([F:22])[CH2:17]2)[C:8]2[N:13]=[N:12][N:11]([CH:14]3[CH2:45][S:46](=[O:49])(=[O:48])[CH2:15]3)[C:9]=2[N:10]=1)([CH3:2])([CH3:3])[CH3:4]. Reported procedure: In analogy to the procedure described for the synthesis of 5-tert-butyl-7-(3,3-difluoropyrrolidin-1-yl)-3-ethyl-3H-[1,2,3]triazolo[4,5-d]pyrimidine (example 61), the title compound was prepared from 5-tert-butyl-7-(3,3-difluoropyrrolidin-1-yl)-3H-[1,2,3]triazolo[4,5-d]pyrimidine and 3-bromo-thietane 1,1-dioxide and isolated as white solid. MS (m/e): 387.3 (MH+).